From a dataset of the Open Reaction Database (ORD), a public repository of structured organic reaction records. describe an organic reaction: reactants, conditions, products, and yield Reactants: CN(c1cccc2cc(C(=O)NCC(C)(CCO)SCc3ccccc3)[nH]c12)S(=O)(=O)c1cccs1, CC#N, O=S(=O)(OS(=O)(=O)C(F)(F)F)C(F)(F)F, [Na+], O=C([O-])O, O=P(c1ccccc1)(c1ccccc1)c1ccccc1. Yields the product CN(c1cccc2cc(C3=NCC(C)(CCO)S3)[nH]c12)S(=O)(=O)c1cccs1. RXN SMILES: [CH2:36]([c:38]1[cH:39][cH:40][cH:41][cH:42][cH:48]1)[S:43][C:44]([CH2:45][NH:46][C:47](=[O:37])[c:49]1[nH:50][c:51]2[c:52]([N:58]([S:59](=[O:60])(=[O:61])[c:62]3[s:63][cH:64][cH:65][cH:66]3)[CH3:67])[cH:53][cH:54][cH:55][c:56]2[cH:57]1)([CH2:68][CH2:69][OH:70])[CH3:71].[CH3:77][C:78]#[N:79].[F:21][C:22]([S:23]([O:24][S:25]([C:26]([F:27])([F:28])[F:29])(=[O:30])=[O:31])(=[O:32])=[O:33])([F:34])[F:35].[Na+:72].[OH:73][C:74](=[O:75])[O-:76].[c:1]1([P:2](=[O:3])([c:4]2[cH:5][cH:6][cH:7][cH:8][cH:9]2)[c:10]2[cH:11][cH:12][cH:13][cH:14][cH:15]2)[cH:16][cH:17][cH:18][cH:19][cH:20]1>>[S:43]1[C:44]([CH2:68][CH2:69][OH:70])([CH3:71])[CH2:45][N:46]=[C:47]1[c:49]1[nH:50][c:51]2[c:52]([N:58]([S:59](=[O:60])(=[O:61])[c:62]3[s:63][cH:64][cH:65][cH:66]3)[CH3:67])[cH:53][cH:54][cH:55][c:56]2[cH:57]1. Reactants: BrC=1C=C2C(C=C(OC2=CC1)C=1N=CC2=CC=CC=C2C1)=O (6-bromo-2-isoquinolin-3-yl-chromen-4-one), Cl.C(C)(C)(C)ON (O-tert-butyl-hydroxylamine hydrochloride). Solvent: CO (methanol). Yields the product C(C)(C)(C)ON=C1C=C(OC2=CC=C(C=C12)Br)C=1N=CC2=CC=CC=C2C1 (6-bromo-2-isoquinolin-3-yl-chromen-4-one O-tert-butyl oxime). Isolated yield 75.9%. RXN SMILES: [Br:1][C:2]1[CH:3]=[C:4]2[C:9](=[CH:10][CH:11]=1)[O:8][C:7]([C:12]1[N:13]=[CH:14][C:15]3[C:20]([CH:21]=1)=[CH:19][CH:18]=[CH:17][CH:16]=3)=[CH:6][C:5]2=O.Cl.[C:24]([O:28][NH2:29])([CH3:27])([CH3:26])[CH3:25]>CO>[C:24]([O:28][N:29]=[C:5]1[C:4]2[C:9](=[CH:10][CH:11]=[C:2]([Br:1])[CH:3]=2)[O:8][C:7]([C:12]2[N:13]=[CH:14][C:15]3[C:20]([CH:21]=2)=[CH:19][CH:18]=[CH:17][CH:16]=3)=[CH:6]1)([CH3:27])([CH3:26])[CH3:25] |f:1.2|. Procedure details: 6-bromo-2-isoquinolin-3-yl-chromen-4-one O-tert-butyl oxime was prepared using the method D (step 1) illustrated in example 1B. 6-bromo-2-isoquinolin-3-yl-chromen-4-one (600 mg, 1.7 mmol) was treated with O-tert-butyl-hydroxylamine hydrochloride (427 mg, 3.4 mmol) in methanol (10 ml) under microwave irradiation to yield 6-bromo-2-isoquinolin-3-yl-chromen-4-one O-tert-butyl oxime (546 mg, 76%) as a yellow solid. The reactants are C(CC(C)C)ON=O (isoamylnitrite), ICI (diiodomethane), NC1=C(N=C(N1CC(C)C)CCC)C#N (5-amino-1-(2-methylpropyl)-2-propyl-1H-imidazole-4-carbonitrile). The solvent is C(Cl)(Cl)Cl (chloroform). Product: IC1=C(N=C(N1CC(C)C)CCC)C#N (5-iodo-1-(2-methylpropyl)-2-propyl-1H-imidazole-4-carbonitrile). Isolated yield 75.0%. As a reaction SMILES: C(ON=O)CC(C)C.I[CH2:10][I:11].[NH2:12][C:13]1[N:17]([CH2:18][CH:19]([CH3:21])[CH3:20])[C:16]([CH2:22][CH2:23][CH3:24])=[N:15][C:14]=1C#N>C(Cl)(Cl)Cl>[I:11][C:10]1[N:17]([CH2:18][CH:19]([CH3:21])[CH3:20])[C:16]([CH2:22][CH2:23][CH3:24])=[N:15][C:14]=1[C:13]#[N:12]. Procedure details: A solution of isoamylnitrite (6.1 mL, 45 mmol) and diiodomethane (20 mL) was heated at 85° C. under a nitrogen atmosphere. A solution of 5-amino-1-(2-methylpropyl)-2-propyl-1H-imidazole-4-carbonitrile (2.50 g, 12.1 mmol) in chloroform (60 mL) was added over a period of 30 minutes. The temperature reached 70° C. during the addition. The reaction was heated for an additional 15 minutes, allowed to cool to room temperature, and concentrated under reduced pressure. The residue was purified by suctio... Reactants: BrC=1C=C2C=3N(C(C(NC3C1)=O)=O)C(CC2)(C)CC(=O)O (9-bromo-5-carboxymethyl-5-methyl-6,7-dihydro-1H, 5H-pyrido[1,2,3-de]quinoxaline-2,3-dione), NC1=CC=CC=C1 (aniline). The product is BrC=1C=C2C=3N(C(C(NC3C1)=O)=O)C(CC2)(CC(NC2=CC=CC=C2)=O)C (9-Bromo-5-methyl-5-phenylcarbamoylmethyl-6,7-dihydro-1H, 5H-pyrido[1,2,3-de]quinoxaline-2,3-dione). Yield: 74.2%. RXN SMILES: [Br:1][C:2]1[CH:3]=[C:4]2[CH2:16][CH2:15][C:14]([CH2:18][C:19]([OH:21])=O)([CH3:17])[N:6]3[C:7](=[O:13])[C:8](=[O:12])[NH:9][C:10]([CH:11]=1)=[C:5]23.[NH2:22][C:23]1[CH:28]=[CH:27][CH:26]=[CH:25][CH:24]=1>>[Br:1][C:2]1[CH:3]=[C:4]2[CH2:16][CH2:15][C:14]([CH3:17])([CH2:18][C:19](=[O:21])[NH:22][C:23]3[CH:28]=[CH:27][CH:26]=[CH:25][CH:24]=3)[N:6]3[C:7](=[O:13])[C:8](=[O:12])[NH:9][C:10]([CH:11]=1)=[C:5]23. Procedure: A procedure similar to that described in Example 52 was carried out with 9-bromo-5-carboxymethyl-5-methyl-6,7-dihydro-1H, 5H-pyrido[1,2,3-de]quinoxaline-2,3-dione (100 mg, 0.28 mmol) and aniline (28 μL, 0.31 mmol) to give 89 mg of the title compound (73%): mp 155°~162° C. (dec); 1H NMR (270 MHz, DMSO-d6) δ812.00 (s, 1H), 9.92 (s, 1H), 7.46 (d, 2H, J=8 Hz), 7.23 (t, 2H, J=8 Hz), 7.14 (bs, 2H), 6.99 (t, 1H, J=8 Hz), 3.63 (d, 1H, J=15 Hz), 2.90 (d, 1H, J=15 Hz), 2.80~2.90 (m, 2H), 2.25~2.40 (m, 1H)... Starting materials: NC(=S)N (thiourea), ClCC(=O)N(C)C (2-chloro-N,N-dimethylacetamide). Product: [Cl-].CN(C(=O)CSC(=[NH2+])N)C (2-(N,N-dimethylcarbamoylmethyl)thiouronium chloride). Yield: 89.0%. RXN SMILES: [NH2:1][C:2]([NH2:4])=[S:3].[Cl:5][CH2:6][C:7]([N:9]([CH3:11])[CH3:10])=[O:8]>>[Cl-:5].[CH3:10][N:9]([CH3:11])[C:7]([CH2:6][S:3][C:2]([NH2:4])=[NH2+:1])=[O:8] |f:2.3|. Reported procedure: Example 1 was repeated with thiourea and 2-chloro-N,N-dimethylacetamide, affording the title compound ina yield of 89%. Starting materials: O=C1CCC(=O)N1Br, CN1CCc2cc[nH]c2C(c2ccccc2)C1, C1CCOC1, O. Product: CN1CCc2cc(Br)[nH]c2C(c2ccccc2)C1. RXN SMILES: [Br:18][N:19]1[C:20](=[O:21])[CH2:22][CH2:23][C:24]1=[O:25].[CH3:1][N:2]1[CH2:3][CH:4]([c:12]2[cH:13][cH:14][cH:15][cH:16][cH:17]2)[c:5]2[c:6]([cH:9][cH:10][nH:11]2)[CH2:7][CH2:8]1.[O:27]1[CH2:28][CH2:29][CH2:30][CH2:31]1.[OH2:26]>>[CH3:1][N:2]1[CH2:3][CH:4]([c:12]2[cH:13][cH:14][cH:15][cH:16][cH:17]2)[c:5]2[c:6]([cH:9][c:10]([Br:18])[nH:11]2)[CH2:7][CH2:8]1. Reactants: [Cl-].[NH4+] (ammonium chloride), [H-].[Na+] (NaH), FC(C1=C2C=CNC2=CC=C1)(F)F (4-trifluoromethyl-1H-indole), C1(=CC=CC=C1)S(=O)(=O)Cl (benzenesulfonyl chloride). Run in O1CCCC1 (tetrahydrofuran). Run at time 1 hour. Yields the product C1(=CC=CC=C1)S(=O)(=O)N1C=CC2=C(C=CC=C12)C(F)(F)F (1-benzenesulfonyl-4-trifluoromethyl-1H-indole). RXN SMILES: [H-].[Na+].[F:3][C:4]([F:15])([F:14])[C:5]1[CH:13]=[CH:12][CH:11]=[C:10]2[C:6]=1[CH:7]=[CH:8][NH:9]2.[C:16]1([S:22](Cl)(=[O:24])=[O:23])[CH:21]=[CH:20][CH:19]=[CH:18][CH:17]=1.[Cl-].[NH4+]>O1CCCC1>[C:16]1([S:22]([N:9]2[C:10]3[C:6](=[C:5]([C:4]([F:3])([F:14])[F:15])[CH:13]=[CH:12][CH:11]=3)[CH:7]=[CH:8]2)(=[O:24])=[O:23])[CH:21]=[CH:20][CH:19]=[CH:18][CH:17]=1 |f:0.1,4.5|. Procedure: 370 mg of NaH at 60% in oil are added to a solution of 0.85 g of 4-trifluoromethyl-1H-indole in 15 ml of tetrahydrofuran, under an inert atmosphere. The reaction mixture is stirred at ambient temperature for one hour and then 0.88 ml of benzenesulfonyl chloride is added dropwise and the stirring is continued for 16 hours. The reaction mixture is then poured into a 10% ammonium chloride solution, extracted with ethyl acetate and dried over magnesium sulfate. After filtration and concentration und... The reactants are CCO, CCC(=COCCCl)C(=O)OC, [H][H]. Product: CCC(COCCCl)C(=O)OC. As a reaction SMILES: [CH3:15][CH2:16][OH:17].[CH3:1][O:2][C:3]([C:4](=[CH:5][O:6][CH2:7][CH2:8][Cl:9])[CH2:10][CH3:11])=[O:12].[H:13][H:14]>>[CH3:1][O:2][C:3]([CH:4]([CH2:5][O:6][CH2:7][CH2:8][Cl:9])[CH2:10][CH3:11])=[O:12]. The reactants are ClC=1C=C(C=CC1OC(C)C)C1=NN=C(S1)C=1C(=C(C=CC1)CN1CC(C1)C(=O)OC)CC (methyl 1-{[3-(5-{3-chloro-4-[(1-methylethyl)oxy]phenyl}-1,3,4-thiadiazol-2-yl)-2-ethylphenyl]methyl}-3-azetidinecarboxylate), [OH-].[Na+] (sodium hydroxide). Solvent: C(C)(C)O (Isopropanol), O (Water). Reaction conditions: time 51 minute. The product is ClC=1C=C(C=CC1OC(C)C)C1=NN=C(S1)C=1C(=C(CN2CC(C2)C(=O)O)C=CC1)CC (1-(3-(5-(3-chloro-4-isopropoxyphenyl)-1,3,4-thiadiazol-2-yl)-2-ethylbenzyl)azetidine-3-carboxylic acid). As a reaction SMILES: [Cl:1][C:2]1[CH:3]=[C:4]([C:12]2[S:16][C:15]([C:17]3[C:18]([CH2:32][CH3:33])=[C:19]([CH2:23][N:24]4[CH2:27][CH:26]([C:28]([O:30]C)=[O:29])[CH2:25]4)[CH:20]=[CH:21][CH:22]=3)=[N:14][N:13]=2)[CH:5]=[CH:6][C:7]=1[O:8][CH:9]([CH3:11])[CH3:10].[OH-].[Na+]>C(O)(C)C.O>[Cl:1][C:2]1[CH:3]=[C:4]([C:12]2[S:16][C:15]([C:17]3[C:18]([CH2:32][CH3:33])=[C:19]([CH:20]=[CH:21][CH:22]=3)[CH2:23][N:24]3[CH2:25][CH:26]([C:28]([OH:30])=[O:29])[CH2:27]3)=[N:14][N:13]=2)[CH:5]=[CH:6][C:7]=1[O:8][CH:9]([CH3:10])[CH3:11] |f:1.2|. Procedure details: To a solution of methyl 1-{[3-(5-{3-chloro-4-[(1-methylethyl)oxy]phenyl}-1,3,4-thiadiazol-2-yl)-2-ethylphenyl]methyl}-3-azetidinecarboxylate (2.78 g, 5.32 mmol) in Isopropanol (20.00 mL) and Water (10 mL) was added sodium hydroxide (0.638 g, 15.96 mmol). The mixture was stirred at rt for 51 mins. Stirring was stopped and the solution was concentrated under the reduced pressure. The residue was adjusted to pH value around 6 with HCl (1.0 M) solution, 1-(3-(5-(3-chloro-4-isopropoxyphenyl)-1,3,4-th... Starting materials: [OH-].[Na+] (NaOH), COC(\C=C\C=C(\C=1C=NC=CC1)/C1=CC=C(C=C1)OC)=O ((E,E)-5-(4-methoxyphenyl)-5-(3-pyridinyl)-2,4-pentadienoic acid methyl ester). Run in CO (methanol). Product: COC1=CC=C(C=C1)\C(=C/C=C/C(=O)O)\C=1C=NC=CC1 ((E,E)-5-(4-methoxyphenyl)-5-(3-pyridinyl)-2,4-pentadienoic acid). Yield: 83.6%. RXN SMILES: C[O:2][C:3](=[O:22])/[CH:4]=[CH:5]/[CH:6]=[C:7](\[C:14]1[CH:19]=[CH:18][C:17]([O:20][CH3:21])=[CH:16][CH:15]=1)/[C:8]1[CH:9]=[N:10][CH:11]=[CH:12][CH:13]=1.[OH-].[Na+]>CO>[CH3:21][O:20][C:17]1[CH:16]=[CH:15][C:14](/[C:7](/[C:8]2[CH:9]=[N:10][CH:11]=[CH:12][CH:13]=2)=[CH:6]\[CH:5]=[CH:4]\[C:3]([OH:22])=[O:2])=[CH:19][CH:18]=1 |f:1.2|. Reported procedure: In the manner described in Example 99, (E,E)-5-(4-methoxyphenyl)-5-(3-pyridinyl)-2,4-pentadienoic acid methyl ester (0.295 g) was saponified in a refluxing mixture of methanol (1.5 mL) and 1N NaOH (1.5 mL). After the cooled reaction was neutralized with 1N HCI (1.5 mL), the crude acid was filtered off and crystallized from methanol to afford 0.235 g of (E,E)-5-(4-methoxyphenyl)-5-(3-pyridinyl)-2,4-pentadienoic acid as its 0.33 molar hydrate, mp 173°-175° C.